From a dataset of the Open Reaction Database (ORD), a public repository of structured organic reaction records. describe an organic reaction: reactants, conditions, products, and yield The reactants are COC(C=1C(C(=O)OC)=C(C=CC1)I)=O (3-iodophthalic acid dimethyl ester), O(C1=CC=CC=C1)C1=C(N)C=CC=C1 (2-phenoxyaniline), C=1C=CC(=CC1)P(C=2C=CC=CC2)C3=CC=C4C=CC=CC4=C3C5=C6C=CC=CC6=CC=C5P(C=7C=CC=CC7)C=8C=CC=CC8 (rac-BINAP), C([O-])([O-])=O.[Cs+].[Cs+] (cesium carbonate). Reagents/catalysts: C=1C=CC(=CC1)/C=C/C(=O)/C=C/C2=CC=CC=C2.C=1C=CC(=CC1)/C=C/C(=O)/C=C/C2=CC=CC=C2.C=1C=CC(=CC1)/C=C/C(=O)/C=C/C2=CC=CC=C2.[Pd].[Pd] (Pd2(dba)3). Run in C1(=CC=CC=C1)C (toluene), C(Cl)Cl (CH2Cl2). Product: COC(C=1C(C(=O)OC)=C(C=CC1)NC1=C(C=CC=C1)OC1=CC=CC=C1)=O (3-(2-Phenoxyphenylamino)phthalic acid dimethyl ester). The yield is 73.0%. RXN SMILES: [CH3:1][O:2][C:3](=[O:15])[C:4]1[C:5](=[C:10](I)[CH:11]=[CH:12][CH:13]=1)[C:6]([O:8][CH3:9])=[O:7].[O:16]([C:23]1[CH:29]=[CH:28][CH:27]=[CH:26][C:24]=1[NH2:25])[C:17]1[CH:22]=[CH:21][CH:20]=[CH:19][CH:18]=1.C1C=CC(P(C2C(C3C(P(C4C=CC=CC=4)C4C=CC=CC=4)=CC=C4C=3C=CC=C4)=C3C(C=CC=C3)=CC=2)C2C=CC=CC=2)=CC=1.C(=O)([O-])[O-].[Cs+].[Cs+]>C1(C)C=CC=CC=1.C(Cl)Cl.C1C=CC(/C=C/C(/C=C/C2C=CC=CC=2)=O)=CC=1.C1C=CC(/C=C/C(/C=C/C2C=CC=CC=2)=O)=CC=1.C1C=CC(/C=C/C(/C=C/C2C=CC=CC=2)=O)=CC=1.[Pd].[Pd]>[CH3:1][O:2][C:3](=[O:15])[C:4]1[C:5](=[C:10]([NH:25][C:24]2[CH:26]=[CH:27][CH:28]=[CH:29][C:23]=2[O:16][C:17]2[CH:18]=[CH:19][CH:20]=[CH:21][CH:22]=2)[CH:11]=[CH:12][CH:13]=1)[C:6]([O:8][CH3:9])=[O:7] |f:3.4.5,8.9.10.11.12|. Reported procedure: A mixture of 3-iodophthalic acid dimethyl ester (1.0 g, 3.1 mmol), 2-phenoxyaniline (0.57 g, 3.1 mmol), Pd2(dba)3 (0.13 g, 0.14 mmol), rac-BINAP (0.058 g, 0.093 mmol), and cesium carbonate (1.4 g, 4.3 mmol), in 6 mL toluene was heated to reflux under nitrogen for 24 hours. The reaction mixture was cooled, diluted with CH2Cl2 (10 mL), and filtered through Celite, and the filter was washed with additional CH2Cl2 (30 mL). The filtrate was evaporated, and the residue was chromatographed using a hexa... Starting materials: BrC1(C(N(C2=C1N=C(N=C2N2CCOCC2)Cl)C)=O)Br (7,7-dibromo-2-chloro-5-methyl-4-morpholino-5H-pyrrolo[3,2-d]pyrimidin-6(7H)-one), [Cl-].[NH4+] (ammonium chloride). The reagents and catalysts are [Zn] (zinc). Solvent: C(Cl)Cl (DCM), C1CCOC1 (THF). Run at time 30 minute. The product is ClC=1N=C(C2=C(N1)CC(N2C)=O)N2CCOCC2 (2-chloro-5-methyl-4-morpholino-5H-pyrrolo[3,2-d]pyrimidin-6(7H)-one). Yield: 63.3%. As a reaction SMILES: Br[C:2]1(Br)[C:6]2[N:7]=[C:8]([Cl:17])[N:9]=[C:10]([N:11]3[CH2:16][CH2:15][O:14][CH2:13][CH2:12]3)[C:5]=2[N:4]([CH3:18])[C:3]1=[O:19].[Cl-].[NH4+]>C1COCC1.C(Cl)Cl.[Zn]>[Cl:17][C:8]1[N:9]=[C:10]([N:11]2[CH2:12][CH2:13][O:14][CH2:15][CH2:16]2)[C:5]2[N:4]([CH3:18])[C:3](=[O:19])[CH2:2][C:6]=2[N:7]=1 |f:1.2|. Procedure: To 7,7-dibromo-2-chloro-5-methyl-4-morpholino-5H-pyrrolo[3,2-d]pyrimidin-6(7H)-one (1.70 g, 3.99 mmol) in 2M aqueous ammonium chloride solution (9.96 mL, 19.9 mmol) and THF (40 mL) at 0° C. was added zinc dust (573.4 mg, 8.775 mmol). The reaction mixture was stirred at RT for 30 min and then diluted with DCM (40 mL). The reaction mixture was filtered through a pad of Celite. The layers were separated, and the organic layer was washed with saturated aqueous NaHCO3 solution, water, and brine, drie...